Dataset: the Open Reaction Database (ORD), a public repository of structured organic reaction records. Task: describe an organic reaction: reactants, conditions, products, and yield Product: C(CCC)S(=O)(=O)NC(C1=CC(=C(C=C1)N)NCC1=C(C=C(C=C1)Cl)Cl)=O (N-1-butanesulfonyl-4-amino-3-(2,4-dichlorobenzylamino)benzamide). Procedure details: N-1-butanesulfonyl-3-(2,4-dichlorobenzylamino)-4-nitrobenzamide (0.505 g) was added to a mixture of 1.32 g of sodium hydrosulfite, 1 ml of ethanol, 1 ml of tetrahydrofuran and 1 ml of water at room temperature. The mixture was heat-refluxed for 40 minutes. The solvent was distilled off under reduced pressure, and water was added to the residue. The solid material precipitated was collected, and was dried. Further, the resulting material was washed with a mixed solution of 10 ml of methanol and 3... The yield is 46.6%. Starting materials: C(CCC)S(=O)(=O)NC(C1=CC(=C(C=C1)[N+](=O)[O-])NCC1=C(C=C(C=C1)Cl)Cl)=O (N-1-butanesulfonyl-3-(2,4-dichlorobenzylamino)-4-nitrobenzamide), S(=O)([O-])S(=O)[O-].[Na+].[Na+] (sodium hydrosulfite), C(C)O (ethanol), O1CCCC1 (tetrahydrofuran). RXN SMILES: [CH2:1]([S:5]([NH:8][C:9](=[O:29])[C:10]1[CH:15]=[CH:14][C:13]([N+:16]([O-])=O)=[C:12]([NH:19][CH2:20][C:21]2[CH:26]=[CH:25][C:24]([Cl:27])=[CH:23][C:22]=2[Cl:28])[CH:11]=1)(=[O:7])=[O:6])[CH2:2][CH2:3][CH3:4].S(S([O-])=O)([O-])=O.[Na+].[Na+].C(O)C.O1CCCC1>O>[CH2:1]([S:5]([NH:8][C:9](=[O:29])[C:10]1[CH:15]=[CH:14][C:13]([NH2:16])=[C:12]([NH:19][CH2:20][C:21]2[CH:26]=[CH:25][C:24]([Cl:27])=[CH:23][C:22]=2[Cl:28])[CH:11]=1)(=[O:6])=[O:7])[CH2:2][CH2:3][CH3:4] |f:1.2.3|. The solvent is O (water). The reactants are [Br-], [Li]CCCC, CCCCCC, CC(C)NC(C)C, Fc1ccccn1, [Li+], C1CCOC1, C1CCOC1, O=C1CCN(CC23CC(c4ccccc42)c2ccccc23)CC1. Product: OC1(c2cccnc2F)CCN(CC23CC(c4ccccc42)c2ccccc23)CC1. Reaction SMILES: [Br-:44].[CH2:8]([Li:9])[CH2:10][CH2:11][CH3:12].[CH3:45][CH2:46][CH2:47][CH2:48][CH2:49][CH3:50].[CH:1]([NH:2][CH:3]([CH3:4])[CH3:5])([CH3:6])[CH3:7].[F:13][c:14]1[n:15][cH:16][cH:17][cH:18][cH:19]1.[Li+:43].[O:51]1[CH2:52][CH2:53][CH2:54][CH2:55]1.[O:56]1[CH2:57][CH2:58][CH2:59][CH2:60]1.[cH:20]1[cH:21][cH:22][cH:23][c:24]2[c:33]1[C:32]1([CH2:35][N:36]3[CH2:37][CH2:38][C:39](=[O:42])[CH2:40][CH2:41]3)[c:31]3[c:26]([cH:27][cH:28][cH:29][cH:30]3)[CH:25]2[CH2:34]1>>[F:13][c:14]1[n:15][cH:16][cH:17][cH:18][c:19]1[C:39]1([OH:42])[CH2:38][CH2:37][N:36]([CH2:35][C:32]23[c:31]4[c:26]([cH:27][cH:28][cH:29][cH:30]4)[CH:25]([c:24]4[cH:23][cH:22][cH:21][cH:20][c:33]42)[CH2:34]3)[CH2:41][CH2:40]1. Reactants: [N+](=O)([O-])C=1C=C(C=CC(=O)CC(=O)OCCOC2=CC=C(C=C2)NC(C)=O)C=CC1 (2-(4-acetylaminophenoxy)ethyl 2-(3-nitrobenylidene)acetylacetate), N\C(=C/C(=O)OCCSC(C)C)\C (2-isopropylthioethyl 3-aminocrotonate), C(C)O (ethanol). Run at temperature -5 celsius. The product is CC=1NC(=C(C(C1C(=O)OCCOC1=CC=C(C=C1)NC(C)=O)C1=CC(=CC=C1)[N+](=O)[O-])C(=O)OCCSC(C)C)C (2-(4-acetylaminophenoxy)ethyl 2,6-dimethyl-5-(2-isopropylthioethoxycarbonyl)-4-(3-nitrophenyl)-1,4-dihydropyridine-3-carboxylate). Yield: 42.0%. RXN SMILES: [N+:1]([C:4]1[CH:5]=[C:6](C=C[CH:30]=1)[CH:7]=[CH:8][C:9]([CH2:11][C:12]([O:14][CH2:15][CH2:16][O:17][C:18]1[CH:23]=[CH:22][C:21]([NH:24][C:25](=[O:27])[CH3:26])=[CH:20][CH:19]=1)=[O:13])=O)([O-:3])=[O:2].[NH2:31]/[C:32](/[CH3:43])=[CH:33]\[C:34]([O:36][CH2:37][CH2:38][S:39][CH:40]([CH3:42])[CH3:41])=[O:35].[CH2:44](O)[CH3:45]>>[CH3:44][C:45]1[NH:31][C:32]([CH3:43])=[C:33]([C:34]([O:36][CH2:37][CH2:38][S:39][CH:40]([CH3:41])[CH3:42])=[O:35])[CH:9]([C:8]2[CH:7]=[CH:6][CH:5]=[C:4]([N+:1]([O-:3])=[O:2])[CH:30]=2)[C:11]=1[C:12]([O:14][CH2:15][CH2:16][O:17][C:18]1[CH:19]=[CH:20][C:21]([NH:24][C:25](=[O:27])[CH3:26])=[CH:22][CH:23]=1)=[O:13]. Reported procedure: 12 g (0l03 moles) of 2-(4-acetylaminophenoxy)ethyl 2-(3-nitrobenylidene)acetylacetate and 5.92 g (0.03 moles) of 2-isopropylthioethyl 3-aminocrotonate are heated under reflux in 30 ml of ethanol for 8 hours. The solution is then cooled to -5° C. to obtain 2-(4-acetylaminophenoxy)ethyl 2,6-dimethyl-5-(2-isopropylthioethoxycarbonyl)-4-(3-nitrophenyl)-1,4-dihydropyridine-3-carboxylate as yellow crystals melting--after recrystallisation in aqueus ethanol--at 142°-144° C. The yield was 42% of the the... The reactants are BrCC1CCCCO1, N#Cc1cccc(CBr)c1, O=C1Nc2ccccc2C12COc1cc3c(cc12)OCCO3. Product: N#Cc1cccc(CN2C(=O)C3(COc4cc5c(cc43)OCCO5)c3ccccc32)c1. As a reaction SMILES: [Br:11][CH2:12][CH:13]1[CH2:14][CH2:15][CH2:16][CH2:17][O:18]1.[Br:1][CH2:2][c:3]1[cH:4][c:5]([C:9]#[N:10])[cH:6][cH:7][cH:8]1.[NH:19]1[C:20](=[O:40])[C:21]2([CH2:22][O:23][c:24]3[cH:25][c:26]4[c:27]([cH:32][c:33]32)[O:28][CH2:29][CH2:30][O:31]4)[c:34]2[cH:35][cH:36][cH:37][cH:38][c:39]21>>[CH2:2]([c:3]1[cH:4][c:5]([C:9]#[N:10])[cH:6][cH:7][cH:8]1)[N:19]1[C:20](=[O:40])[C:21]2([CH2:22][O:23][c:24]3[cH:25][c:26]4[c:27]([cH:32][c:33]32)[O:28][CH2:29][CH2:30][O:31]4)[c:34]2[cH:35][cH:36][cH:37][cH:38][c:39]21.